From a dataset of the Open Reaction Database (ORD), a public repository of structured organic reaction records. describe an organic reaction: reactants, conditions, products, and yield Reactants: C1CC12CNCC(C2)C(=O)[O-] (5-azaspiro(2,5)octane-7-carboxylate). Run in C(=O)(C(F)(F)F)O (TFA), C(Cl)Cl (methylene chloride). Yields the product C1CC12CNCC(C2)C(=O)O (5-azaspiro(2,5)octane-7-carboxylic acid). Reaction SMILES: [CH2:1]1[C:3]2([CH2:8][CH:7]([C:9]([O-:11])=[O:10])[CH2:6][NH:5][CH2:4]2)[CH2:2]1>C(O)(C(F)(F)F)=O.C(Cl)Cl>[CH2:2]1[C:3]2([CH2:8][CH:7]([C:9]([OH:11])=[O:10])[CH2:6][NH:5][CH2:4]2)[CH2:1]1. Reported procedure: The above product of tert-butyl (6S,7S)-6-((4-phenyl)piperazin-1-yl)carbonyl)-5-azaspiro(2,5)octane-7-carboxylate was stirred in 8 mL of 50% TFA in methylene chloride solution (v/v) for 4 hours. After removal of solvent, the residue was dried under high vacuum overnight to give (6S,7S)-6-((4-phenyl)piperazin-1-yl)carbonyl)-5-azaspiro(2,5)octane-7-carboxylic acid. LC-MS: m/z 344.1 (M+H)+. Starting materials: CCOC(=O)C(CC#CCCCc1nc(-c2ccccc2)oc1C)c1cccs1, [Li+], [OH-], O. Yields the product Cc1oc(-c2ccccc2)nc1CCCC#CCC(C(=O)O)c1cccs1. As a reaction SMILES: [CH2:1]([CH3:2])[O:3][C:4]([CH:5]([CH2:6][C:7]#[C:8][CH2:9][CH2:10][CH2:11][c:12]1[n:13][c:14](-[c:18]2[cH:19][cH:20][cH:21][cH:22][cH:23]2)[o:15][c:16]1[CH3:17])[c:24]1[s:25][cH:26][cH:27][cH:28]1)=[O:29].[Li+:31].[OH-:30].[OH2:32]>>[O:3]=[C:4]([CH:5]([CH2:6][C:7]#[C:8][CH2:9][CH2:10][CH2:11][c:12]1[n:13][c:14](-[c:18]2[cH:19][cH:20][cH:21][cH:22][cH:23]2)[o:15][c:16]1[CH3:17])[c:24]1[s:25][cH:26][cH:27][cH:28]1)[OH:29]. The reactants are BrC#CC=C1CCN(CC1)C1=NC=CC=C1[N+](=O)[O-] (2-[4-(3-Bromoprop-2-ynylidene)piperidin-1-yl]-3-nitropyridine), cupric sulphate, N1=CC=CC2=CC=C3C=CC=NC3=C12 (1,10-phenantroline), C(=O)([O-])[O-].[K+].[K+] (K2CO3), N1C(CCC1)=O (2-pyrrolidone). Solvent: C1(=CC=CC=C1)C (toluene), CCOC(=O)C (EtOAc). Run at temperature 80 celsius, time 12 hour. The product is [N+](=O)([O-])C=1C(=NC=CC1)N1CCC(CC1)=CC#CN1C(CCC1)=O (1-{3-[1-(3-Nitropyridin-2-yl)piperidin-4-ylidene]prop-1-ynyl}pyrrolidin-2-one). The yield is 1.8%. As a reaction SMILES: Br[C:2]#[C:3][CH:4]=[C:5]1[CH2:10][CH2:9][N:8]([C:11]2[C:16]([N+:17]([O-:19])=[O:18])=[CH:15][CH:14]=[CH:13][N:12]=2)[CH2:7][CH2:6]1.N1C2C(=CC=C3C=2N=CC=C3)C=CC=1.C([O-])([O-])=O.[K+].[K+].[NH:40]1[CH2:44][CH2:43][CH2:42][C:41]1=[O:45]>CCOC(C)=O.C1(C)C=CC=CC=1>[N+:17]([C:16]1[C:11]([N:8]2[CH2:9][CH2:10][C:5](=[CH:4][C:3]#[C:2][N:40]3[CH2:44][CH2:43][CH2:42][C:41]3=[O:45])[CH2:6][CH2:7]2)=[N:12][CH:13]=[CH:14][CH:15]=1)([O-:19])=[O:18] |f:2.3.4|. Reported procedure: A mixture of Compound 261a (111 mg, 0.345 mmol), cupric sulphate (11 mg, 0.69 mmol), 1,10-phenantroline (24.9 mg, 0.138 mmol), K2CO3 (95.4 mg, 0.69 mmol), 2-pyrrolidone (39.7 μl, 0.518 mmol) and 5 mL of toluene was stirred at 80° C. for 12 h. The reaction mixture was cooled to r.t., diluted with EtOAc, washed with water, dried over Na2SO4 and evaporated to dryness in vacuo. The crude residue was purified by automated flash liquid chromatography (Horizon™-Biotage) eluting with PE-EtOAc gradient f... Starting materials: CO, Cl, [Na+], [OH-], COC(=O)c1ccc(SC(Cn2ccnc2)c2cccnc2)cc1. The product is O=C(O)c1ccc(SC(Cn2ccnc2)c2cccnc2)cc1. RXN SMILES: [CH3:28][OH:29].[ClH:27].[Na+:2].[OH-:1].[n:3]1[cH:4][c:5]([CH:9]([CH2:10][n:11]2[cH:12][n:13][cH:14][cH:15]2)[S:16][c:17]2[cH:18][cH:19][c:20]([C:21](=[O:22])[O:23][CH3:24])[cH:25][cH:26]2)[cH:6][cH:7][cH:8]1>>[n:3]1[cH:4][c:5]([CH:9]([CH2:10][n:11]2[cH:12][n:13][cH:14][cH:15]2)[S:16][c:17]2[cH:18][cH:19][c:20]([C:21](=[O:22])[OH:23])[cH:25][cH:26]2)[cH:6][cH:7][cH:8]1. Reactants: NC1=CC(=C(OC=2C=CC(=C(C(=O)NCCCCCCCCC)C2)O)C(=C1)Cl)Cl (5-(4-amino-2,6-dichloro-phenoxy)-2-hydroxy-N-nonyl-benzamide), CC(C(=O)Cl)C(=O)Cl (methyl malonyl chloride), C1CCOC1 (THF). The product is COC(CC(=O)NC1=CC(=C(C(=C1)Cl)OC1=CC(=C(C=C1)O)C(NCCCCCCCCC)=O)Cl)=O (N-[3,5-Dichloro-4-(4-hydroxy-3-nonylcarbamoyl-phenoxy)-phenyl]-malonamic acid methyl ester). Reaction SMILES: [NH2:1][C:2]1[CH:27]=[C:26]([Cl:28])[C:5]([O:6][C:7]2[CH:8]=[CH:9][C:10]([OH:25])=[C:11]([CH:24]=2)[C:12]([NH:14][CH2:15][CH2:16][CH2:17][CH2:18][CH2:19][CH2:20][CH2:21][CH2:22][CH3:23])=[O:13])=[C:4]([Cl:29])[CH:3]=1.C[CH:31]([C:35](Cl)=[O:36])[C:32](Cl)=[O:33].C1C[O:41][CH2:40]C1>>[CH3:40][O:41][C:35](=[O:36])[CH2:31][C:32]([NH:1][C:2]1[CH:3]=[C:4]([Cl:29])[C:5]([O:6][C:7]2[CH:8]=[CH:9][C:10]([OH:25])=[C:11]([C:12](=[O:13])[NH:14][CH2:15][CH2:16][CH2:17][CH2:18][CH2:19][CH2:20][CH2:21][CH2:22][CH3:23])[CH:24]=2)=[C:26]([Cl:28])[CH:27]=1)=[O:33]. Procedure details: To a solution of 5-(4-amino-2,6-dichloro-phenoxy)-2-hydroxy-N-nonyl-benzamide (75 mg, 0.17 mmol) in dry THF (2 ml) at RT was added methyl malonyl chloride (19 μl, 0.18 mmol) with stirring. The resulting mixture was stirred at RT for 2 h then concentrated in vacuo. The residue was purified by preparative TLC (2% MeOH in CH2Cl2) to give the title compound of Step F (78 mg) as a solid. MS (APCl+) Calc.: 538.2, Found: 539.1 (M+1).